describe an organic reaction: reactants, conditions, products, and yield From a dataset of the Open Reaction Database (ORD), a public repository of structured organic reaction records. Reactants: ( a ), OC1CCN(CC1)CCCOC1=C(C=CC=C1)[N+](=O)[O-] (4-hydroxy-1-[3-(2-nitrophenoxy)propyl]piperidine), S1C=C(C=C1)C(C1=CSC=C1)Cl (di(3-thienyl)methyl chloride), OC1CCN(CC1)CC(COC1=C(C=CC=C1)[N+](=O)[O-])C (4-hydroxy-1-[2-methyl-3-(2-nitrophenoxy)propyl]piperidine). The product is S1C=C(C=C1)C(OC1CCN(CC1)CC(COC1=C(C=CC=C1)[N+](=O)[O-])C)C1=CSC=C1 (4-di(3-thienyl)methoxy-1-[2-methyl-3-(2-nitrophenoxy)propyl]piperidine). RXN SMILES: [S:1]1[CH:5]=[CH:4][C:3]([CH:6](Cl)[C:7]2[CH:11]=[CH:10][S:9][CH:8]=2)=[CH:2]1.[OH:13][CH:14]1[CH2:19][CH2:18][N:17]([CH2:20][CH:21]([CH3:33])[CH2:22][O:23][C:24]2[CH:29]=[CH:28][CH:27]=[CH:26][C:25]=2[N+:30]([O-:32])=[O:31])[CH2:16][CH2:15]1.OC1CCN(CCCOC2C=CC=CC=2[N+]([O-])=O)CC1>>[S:1]1[CH:5]=[CH:4][C:3]([CH:6]([C:7]2[CH:11]=[CH:10][S:9][CH:8]=2)[O:13][CH:14]2[CH2:15][CH2:16][N:17]([CH2:20][CH:21]([CH3:33])[CH2:22][O:23][C:24]3[CH:29]=[CH:28][CH:27]=[CH:26][C:25]=3[N+:30]([O-:32])=[O:31])[CH2:18][CH2:19]2)=[CH:2]1. Procedure details: The procedure of Example 36 (a) was repeated except for using di(3-thienyl)methyl chloride and 4-hydroxy-1-[2-methyl-3-(2-nitrophenoxy)propyl]piperidine instead of phenyl-2-thienylmethyl chloride and 4-hydroxy-1-[3-(2-nitrophenoxy)propyl]piperidine to give oily 4-di(3-thienyl)methoxy-1-[2-methyl-3-(2-nitrophenoxy)propyl]piperidine. Reactants: C1(=CC=C(C=C1)S(=O)(=O)OC[Si@@H]1CC[C@H](CC1)C1=CC=C(C=C1)F)C ((trans-4-(p-fluorophenyl)-1-silacyclohexyl)methyl p-toluenesulfonate), C(CC)[Si@@H]1CC[C@H](CC1)C[Mg]Br ((trans-4-n-propyl4-silacyclohexyl)methylmagnesium bromide), C(CCCC)[Si@@H]1CC[C@H](CC1)C[Mg]Br ((trans-4-n-pentyl-4-silacyclohexyl)methylmagnesium bromide), C1(=CC=C(C=C1)S(=O)(=O)OC[C@@H]1CC[C@H](CC1)C1=CC=C(C=C1)F)C ((trans-4-(p-fluorophenyl) cyclohexyl)methyl p-toluenesulfonate). Yields the product FC1=CC=C(C=C1)[C@@H]1CC[Si@H](CC1)CC[C@@H]1CC[Si@H](CC1)CCCCC (trans-4-(p-fluorophenyl)-1-(2-(trans-4-n-pentyl-4-silacyclohexyl)ethyl)-1-silacyclohexane). RXN SMILES: C1(C)C=CC(S(O[CH2:11][Si@H:12]2[CH2:17][CH2:16][C@H:15]([C:18]3[CH:23]=[CH:22][C:21]([F:24])=[CH:20][CH:19]=3)[CH2:14][CH2:13]2)(=O)=O)=CC=1.[CH2:26]([Si@H:31]1[CH2:36][CH2:35][C@H:34]([CH2:37][Mg]Br)[CH2:33][CH2:32]1)[CH2:27][CH2:28][CH2:29][CH3:30].C1(C)C=CC(S(OC[C@H]2CC[C@H](C3C=CC(F)=CC=3)CC2)(=O)=O)=CC=1.C([Si@H]1CC[C@H](C[Mg]Br)CC1)CC>>[F:24][C:21]1[CH:20]=[CH:19][C:18]([C@H:15]2[CH2:14][CH2:13][Si@H:12]([CH2:11][CH2:37][C@H:34]3[CH2:35][CH2:36][Si@H:31]([CH2:26][CH2:27][CH2:28][CH2:29][CH3:30])[CH2:32][CH2:33]3)[CH2:17][CH2:16]2)=[CH:23][CH:22]=1. Procedure details: The preparation was conducted in the same manner as in Example 22, except that 18.9 g (50 mmol) of (trans-4-(p-fluorophenyl)-1-silacyclohexyl)methyl p-toluenesulfonate and (trans-4-n-pentyl-4-silacyclohexyl)methylmagnesium bromide were used instead of 18.1 g (50 mmol) of (trans-4-(p-fluorophenyl) cyclohexyl)methyl p-toluenesulfonate and (trans-4-n-propyl4-silacyclohexyl)methylmagnesium bromide. The reactants are Fc1ccc(Br)cc1, CC(C)(C)OC(=O)N1CCC2(CCNCC2)C1, Cc1ccccc1, CC(=O)[O-], CC(=O)[O-], [Pd+2], c1ccc(P(c2ccccc2)c2ccc3ccccc3c2-c2c(P(c3ccccc3)c3ccccc3)ccc3ccccc23)cc1. The product is CC(C)(C)OC(=O)N1CCC2(CCN(c3ccc(F)cc3)CC2)C1. As a reaction SMILES: [Br:18][c:19]1[cH:20][cH:21][c:22]([F:25])[cH:23][cH:24]1.[CH2:1]1[N:2]([C:11](=[O:12])[O:13][C:14]([CH3:15])([CH3:16])[CH3:17])[CH2:3][CH2:4][C:5]12[CH2:6][CH2:7][NH:8][CH2:9][CH2:10]2.[CH3:72][c:73]1[cH:74][cH:75][cH:76][cH:77][cH:78]1.[O-:80][C:81]([CH3:82])=[O:83].[O-:84][C:85]([CH3:86])=[O:87].[Pd+2:79].[cH:26]1[cH:27][cH:28][c:29]([P:30]([c:31]2[cH:32][cH:33][c:34]3[c:35]([cH:36][cH:37][cH:38][cH:39]3)[c:40]2-[c:41]2[c:42]3[c:43]([cH:44][cH:45][cH:46][cH:47]3)[cH:48][cH:49][c:50]2[P:51]([c:52]2[cH:53][cH:54][cH:55][cH:56][cH:57]2)[c:58]2[cH:59][cH:60][cH:61][cH:62][cH:63]2)[c:64]2[cH:65][cH:66][cH:67][cH:68][cH:69]2)[cH:70][cH:71]1>>[CH2:1]1[N:2]([C:11](=[O:12])[O:13][C:14]([CH3:15])([CH3:16])[CH3:17])[CH2:3][CH2:4][C:5]12[CH2:6][CH2:7][N:8]([c:19]1[cH:20][cH:21][c:22]([F:25])[cH:23][cH:24]1)[CH2:9][CH2:10]2. Starting materials: CC=1OC2=C(C=CC=C2C(C1)=O)C=O (2-methyl-4-oxo-4H-chromene-8-carbaldehyde), O=C(CC(=O)OC(C(F)(F)F)C)C (2,2,2-trifluoro-1-methylethyl 3-oxobutanoate), N\C(=C/C#N)\C (3-amino-crotononitrile), C(C)(=O)O (acetic acid). Solvent: CC(C)O (2-propanol). The product is C(#N)C=1C(C(=C(NC1C)C)C(=O)OC(C(F)(F)F)C)C=1C=CC=C2C(C=C(OC12)C)=O (2,2,2-Trifluoro-1-methylethyl 5-cyano-2,6-dimethyl-4-(2-methyl-4-oxo-4H-chromen-8-yl)-1,4-dihydropyridine-3-carboxylate). Reaction SMILES: [CH3:1][C:2]1[O:3][C:4]2[C:9]([C:10](=[O:12])[CH:11]=1)=[CH:8][CH:7]=[CH:6][C:5]=2[CH:13]=O.O=[C:16]([CH3:27])[CH2:17][C:18]([O:20][CH:21]([CH3:26])[C:22]([F:25])([F:24])[F:23])=[O:19].[NH2:28]/[C:29](/[CH3:33])=[CH:30]\[C:31]#[N:32].C(O)(=O)C>CC(O)C>[C:31]([C:30]1[CH:13]([C:5]2[CH:6]=[CH:7][CH:8]=[C:9]3[C:4]=2[O:3][C:2]([CH3:1])=[CH:11][C:10]3=[O:12])[C:17]([C:18]([O:20][CH:21]([CH3:26])[C:22]([F:25])([F:24])[F:23])=[O:19])=[C:16]([CH3:27])[NH:28][C:29]=1[CH3:33])#[N:32]. Procedure: 60 mg (0.31 mmol) of 2-methyl-4-oxo-4H-chromene-8-carbaldehyde are dissolved with 63 mg (0.32 mmol) of 2,2,2-trifluoro-1-methylethyl 3-oxobutanoate, 26 mg (0.32 mmol) of 3-amino-crotononitrile and 18 μl (0.32 mmol) of acetic acid in 2 ml of 2-propanol and heated under reflux under argon for 4 h. The solvent is removed in vacuo, and the residue is purified by preparative HPLC. 89 mg (64% of theory) of the title compound are obtained as a yellow solid. The reactants are N[C@@H]1CC[C@H](CC1)NC(=O)C1=CNC2=C1N=CN=C2C2=C(C=C(C=C2)OC)OCC2CC2 (trans-4-(2-cyclopropylmethoxy-4-methoxy-phenyl)-5H-pyrrolo[3,2-d]pyrimidine-7-carboxylic acid (4-amino-cyclohexyl)-amide), C(C)(=O)Cl (acetyl chloride). Yields the product C(C)(=O)N[C@@H]1CC[C@H](CC1)NC(=O)C1=CNC2=C1N=CN=C2C2=C(C=C(C=C2)OC)OCC2CC2 (trans-4-(2-Cyclopropylmethoxy-4-methoxy-phenyl)-5H-pyrrolo[3,2-d]pyrimidine-7-carboxylic acid (4-acetylamino-cyclohexyl)-amide). RXN SMILES: [NH2:1][C@H:2]1[CH2:7][CH2:6][C@H:5]([NH:8][C:9]([C:11]2[C:15]3[N:16]=[CH:17][N:18]=[C:19]([C:20]4[CH:25]=[CH:24][C:23]([O:26][CH3:27])=[CH:22][C:21]=4[O:28][CH2:29][CH:30]4[CH2:32][CH2:31]4)[C:14]=3[NH:13][CH:12]=2)=[O:10])[CH2:4][CH2:3]1.[C:33](Cl)(=[O:35])[CH3:34]>>[C:33]([NH:1][C@H:2]1[CH2:7][CH2:6][C@H:5]([NH:8][C:9]([C:11]2[C:15]3[N:16]=[CH:17][N:18]=[C:19]([C:20]4[CH:25]=[CH:24][C:23]([O:26][CH3:27])=[CH:22][C:21]=4[O:28][CH2:29][CH:30]4[CH2:31][CH2:32]4)[C:14]=3[NH:13][CH:12]=2)=[O:10])[CH2:4][CH2:3]1)(=[O:35])[CH3:34]. Procedure details: Starting from trans-4-(2-cyclopropylmethoxy-4-methoxy-phenyl)-5H-pyrrolo[3,2-d]pyrimidine-7-carboxylic acid (4-amino-cyclohexyl)-amide (example A150) and acetyl chloride the title compound is obtained as colorless solid. The reactants are C(C)(C)(C)OC(=O)NCC(COC1=C(C(=O)NC2=C(C(=O)NC3=NC=C(C=C3)Cl)C=CC=C2)C=CC(=C1)F)C (2-[2-(3-tert-butoxycarbonylamino-2-methyl-propoxy)-4-fluorobenzoylamino]-N-(5-chloropyridin-2-yl)benzamide), N1CCCC1 (pyrrolidine). Reaction conditions: temperature 80 celsius. Yields the product C(C)(C)(C)OC(=O)NCC(COC1=C(C(=O)NC2=C(C(=O)NC3=NC=C(C=C3)Cl)C=CC=C2)C=CC(=C1)N1CCCC1)C (2-[2-(3-tert-butoxycarbonylamino-2-methyl-propoxy)-4-(pyrrolidin-1-yl)benzoylamino]-N-(5-chloropyridin-2-yl)benzamide). Isolated yield 83.0%. Reaction SMILES: [C:1]([O:5][C:6]([NH:8][CH2:9][CH:10]([CH3:39])[CH2:11][O:12][C:13]1[CH:37]=[C:36](F)[CH:35]=[CH:34][C:14]=1[C:15]([NH:17][C:18]1[CH:33]=[CH:32][CH:31]=[CH:30][C:19]=1[C:20]([NH:22][C:23]1[CH:28]=[CH:27][C:26]([Cl:29])=[CH:25][N:24]=1)=[O:21])=[O:16])=[O:7])([CH3:4])([CH3:3])[CH3:2].[NH:40]1[CH2:44][CH2:43][CH2:42][CH2:41]1>>[C:1]([O:5][C:6]([NH:8][CH2:9][CH:10]([CH3:39])[CH2:11][O:12][C:13]1[CH:37]=[C:36]([N:40]2[CH2:44][CH2:43][CH2:42][CH2:41]2)[CH:35]=[CH:34][C:14]=1[C:15]([NH:17][C:18]1[CH:33]=[CH:32][CH:31]=[CH:30][C:19]=1[C:20]([NH:22][C:23]1[CH:28]=[CH:27][C:26]([Cl:29])=[CH:25][N:24]=1)=[O:21])=[O:16])=[O:7])([CH3:4])([CH3:3])[CH3:2]. Procedure: Using methods substantially equivalent to those described in example 4-F, except that the reaction was heated to 80° C., 2-[2-(3-tert-butoxycarbonylamino-2-methyl-propoxy)-4-(pyrrolidin-1-yl)benzoylamino]-N-(5-chloropyridin-2-yl)benzamide (427 mg, 0.70 mmol, 83%) was prepared from 2-[2-(3-tert-butoxycarbonylamino-2-methyl-propoxy)-4-fluorobenzoylamino]-N-(5-chloropyridin-2-yl)benzamide and pyrrolidine. Reactants: C1(CC1)N1C=C(C(C2=CC(=C(N=C12)N1CCC(CC1)N1N=NC=C1)F)=O)C(=O)OCC (ethyl 1-cyclopropyl-6-fluoro-7-[4-(1,2,3-triazol-1-yl)piperidin-1-yl]-1,4-dihydro-4-oxo-1,8-naphthyridine-3-carboxylate), Cl (HCl). Conditions: temperature 110 celsius. Product: C1(CC1)N1C=C(C(C2=CC(=C(N=C12)N1CCC(CC1)N1N=NC=C1)F)=O)C(=O)O (1-Cyclopropyl-6-fluoro-7-[4-(1,2,3-triazol-1-yl)piperidin -1-yl]-1,4-dihydro-4-oxo-1,8-naphthyridine-3-carboxylic acid). Yield: 47.1%. RXN SMILES: [CH:1]1([N:4]2[C:13]3[C:8](=[CH:9][C:10]([F:25])=[C:11]([N:14]4[CH2:19][CH2:18][CH:17]([N:20]5[CH:24]=[CH:23][N:22]=[N:21]5)[CH2:16][CH2:15]4)[N:12]=3)[C:7](=[O:26])[C:6]([C:27]([O:29]CC)=[O:28])=[CH:5]2)[CH2:3][CH2:2]1.Cl>>[CH:1]1([N:4]2[C:13]3[C:8](=[CH:9][C:10]([F:25])=[C:11]([N:14]4[CH2:15][CH2:16][CH:17]([N:20]5[CH:24]=[CH:23][N:22]=[N:21]5)[CH2:18][CH2:19]4)[N:12]=3)[C:7](=[O:26])[C:6]([C:27]([OH:29])=[O:28])=[CH:5]2)[CH2:2][CH2:3]1. Procedure details: A mixture of ethyl 1-cyclopropyl-6-fluoro-7-[4-(1,2,3-triazol-1-yl)piperidin-1-yl]-1,4-dihydro-4-oxo-1,8-naphthyridine-3-carboxylate (135 mg, 0.32 mmol) and 6N-HCl (6 ml) was heated at 110° C. for 18 hrs. The reaction mixture was concentrated and the residue was diluted with water. The pH of the suspension was adjusted to 7 by addition of NH4OH and this separated solid was filtered, washed with water, CH3CN and dried to give 60 mg of title product. m.p. 246°-248° C.; 1H NMR (TFA) δ: 9.25 (s, 1H)...